From a dataset of the Open Reaction Database (ORD), a public repository of structured organic reaction records. describe an organic reaction: reactants, conditions, products, and yield Reactants: O=C([O-])[O-], CCN1CCNCC1, CS(C)=O, Nc1c([N+](=O)[O-])cc(Cl)c(F)c1F, [K+], [K+], O. Product: CCN1CCN(c2c(Cl)cc([N+](=O)[O-])c(N)c2F)CC1. As a reaction SMILES: [C:22](=[O:23])([O-:24])[O-:25].[CH2:14]([CH3:15])[N:16]1[CH2:17][CH2:18][NH:19][CH2:20][CH2:21]1.[CH3:29][S:30]([CH3:31])=[O:32].[Cl:1][c:2]1[c:3]([F:13])[c:4]([F:12])[c:5]([NH2:6])[c:7]([N+:9](=[O:10])[O-:11])[cH:8]1.[K+:26].[K+:27].[OH2:28]>>[Cl:1][c:2]1[c:3]([N:19]2[CH2:18][CH2:17][N:16]([CH2:14][CH3:15])[CH2:21][CH2:20]2)[c:4]([F:12])[c:5]([NH2:6])[c:7]([N+:9](=[O:10])[O-:11])[cH:8]1.